This data is from the Open Reaction Database (ORD), a public repository of structured organic reaction records. The task is: describe an organic reaction: reactants, conditions, products, and yield Starting materials: resultant solution, C(=O)(OCC1=CC=CC=C1)Cl (carbobenzoxy chloride), C([O-])(O)=O.[Na+] (sodium bicarbonate), NC1=CC=C(C(=O)O)C=C1 (p-aminobenzoic acid). Run in O (water). Run at time 8 hour. Yields the product solid ( B ), C(=O)(OCC1=CC=CC=C1)NC1=CC=C(C(=O)O)C=C1 (N-Carbobenzoxy-p-aminobenzoic acid). Reaction SMILES: C(=O)(O)[O-].[Na+].[NH2:6][C:7]1[CH:15]=[CH:14][C:10]([C:11]([OH:13])=[O:12])=[CH:9][CH:8]=1.[C:16](Cl)([O:18][CH2:19][C:20]1[CH:25]=[CH:24][CH:23]=[CH:22][CH:21]=1)=[O:17]>O>[C:16]([NH:6][C:7]1[CH:15]=[CH:14][C:10]([C:11]([OH:13])=[O:12])=[CH:9][CH:8]=1)([O:18][CH2:19][C:20]1[CH:25]=[CH:24][CH:23]=[CH:22][CH:21]=1)=[O:17] |f:0.1|. Procedure details: A 500 ml, round-bottom, three-neck flask was charged with 300 ml of water, 33.55 g (0.40 mole) of sodium bicarbonate, and 19.33 g (0.14 mole) of p-aminobenzoic acid (PABA). The resultant solution was stirred mechanically as 25.0 ml (30.0 g, 0.18 mole) of carbobenzoxy chloride was added dropwise over a period of one hour. Once addition was complete, the thick, white suspension which had formed was allowed to stir overnight. This suspension was suction filtered, and further work-up of both the fil... Starting materials: C(C)(C)(C)OC(=O)N1CCC(CC1)O (1-t-butoxycarbonyl-4-hydroxypiperidine), ClC1=C(C=CC(=C1)[N+](=O)[O-])O (2-chloro-4-nitrophenol), C1(=CC=CC=C1)P(C1=CC=CC=C1)C1=CC=CC=C1 (triphenylphosphine), N(=NC(=O)OCC)C(=O)OCC (diethyl azodicarboxylate). The solvent is ClCCl (dichloromethane). Conditions: time 18 hour. The product is C(C)(C)(C)OC(=O)N1CCC(CC1)OC1=C(C=C(C=C1)[N+](=O)[O-])Cl (4-(1-t-Butoxycarbonylpiperidin-4-yloxy)-3-chloronitrobenzene). Isolated yield 80.4%. Reaction SMILES: [C:1]([O:5][C:6]([N:8]1[CH2:13][CH2:12][CH:11]([OH:14])[CH2:10][CH2:9]1)=[O:7])([CH3:4])([CH3:3])[CH3:2].[Cl:15][C:16]1[CH:21]=[C:20]([N+:22]([O-:24])=[O:23])[CH:19]=[CH:18][C:17]=1O.C1(P(C2C=CC=CC=2)C2C=CC=CC=2)C=CC=CC=1.N(C(OCC)=O)=NC(OCC)=O>ClCCl>[C:1]([O:5][C:6]([N:8]1[CH2:13][CH2:12][CH:11]([O:14][C:17]2[CH:18]=[CH:19][C:20]([N+:22]([O-:24])=[O:23])=[CH:21][C:16]=2[Cl:15])[CH2:10][CH2:9]1)=[O:7])([CH3:4])([CH3:2])[CH3:3]. Procedure: To a solution of 1-t-butoxycarbonyl-4-hydroxypiperidine (3.32 g), 2-chloro-4-nitrophenol (2.36 g) and triphenylphosphine (5.11 g) in dichloromethane (60 ml) was added dropwise diethyl azodicarboxylate (3.1 ml) in an ice bath and the mixture was stirred at room temperature for 18 hours. The reaction mixture was concentrated in vacuo. The residue was purified by chromatography on a silica gel column using hexane/ethyl acetate=5/2 as an eluant to give the desired compound (3.90 g, yield 76%) as a p... Starting materials: COC(=O)C1=NC=C(N=C1)OS(=O)(=O)C (5-methanesulfonyloxy-pyrazine-2-carboxylic acid methyl ester), 0.733, N1CCCCC1 (piperidine). Reaction conditions: time 4 hour. The product is COC(=O)C1=NC=C(N=C1)N1CCCCC1 (5-Piperidin-1-yl-pyrazine-2-carboxylic acid methyl ester). As a reaction SMILES: [CH3:1][O:2][C:3]([C:5]1[CH:10]=[N:9][C:8](OS(C)(=O)=O)=[CH:7][N:6]=1)=[O:4].[NH:16]1[CH2:21][CH2:20][CH2:19][CH2:18][CH2:17]1>>[CH3:1][O:2][C:3]([C:5]1[CH:10]=[N:9][C:8]([N:16]2[CH2:21][CH2:20][CH2:19][CH2:18][CH2:17]2)=[CH:7][N:6]=1)=[O:4]. Reported procedure: A mixture of 1 g (4.3 mmol) 5-methanesulfonyloxy-pyrazine-2-carboxylic acid methyl ester and 0.733 (8.6 mmol) piperidine was shaken at room temperature for 4 h. Subsequent purification on silica eluting with a gradient formed from DCM and methanol yielded after evaporation of the product fractions 0.625 g (66%) of the title compound as light yellow crystals. m/z (ES+): 222.0 (M+H). Reactants: COCCO, COCC#Cc1cc(Cl)c(Nc2ncnc3cc(OCCCCl)c(OC)cc23)c2c1OCO2, ClCCl, OCC1CCCN1. Yields the product COCC#Cc1cc(Cl)c(Nc2ncnc3cc(OCCCN4CCCC4CO)c(OC)cc23)c2c1OCO2. As a reaction SMILES: [CH3:41][O:42][CH2:43][CH2:44][OH:45].[Cl:1][c:2]1[c:3]([NH:16][c:17]2[n:18][cH:19][n:20][c:21]3[cH:22][c:23]([O:29][CH2:30][CH2:31][CH2:32][Cl:33])[c:24]([O:27][CH3:28])[cH:25][c:26]23)[c:4]2[c:5]([c:9]([C:11]#[C:12][CH2:13][O:14][CH3:15])[cH:10]1)[O:6][CH2:7][O:8]2.[Cl:46][CH2:47][Cl:48].[NH:34]1[CH:35]([CH2:39][OH:40])[CH2:36][CH2:37][CH2:38]1>>[Cl:1][c:2]1[c:3]([NH:16][c:17]2[n:18][cH:19][n:20][c:21]3[cH:22][c:23]([O:29][CH2:30][CH2:31][CH2:32][N:34]4[CH:35]([CH2:39][OH:40])[CH2:36][CH2:37][CH2:38]4)[c:24]([O:27][CH3:28])[cH:25][c:26]23)[c:4]2[c:5]([c:9]([C:11]#[C:12][CH2:13][O:14][CH3:15])[cH:10]1)[O:6][CH2:7][O:8]2. Reactants: N(=[N+]=[N-])[C@@H]1CC[C@@H](N(C1)C(=O)OC(C)(C)C)CC1(CCOCC1)O (tert-Butyl cis-5-azido-2-[(4-hydroxytetrahydro-2H-pyran-4-yl)methyl]piperidine-1-carboxylate). The reagents and catalysts are [Pd] (palladium on carbon). Solvent: CO (methanol). Reaction conditions: time 7 hour. Product: N[C@@H]1CC[C@@H](N(C1)C(=O)OC(C)(C)C)CC1(CCOCC1)O (tert-Butyl cis-5-amino-2-[(4-hydroxytetrahydro-2H-pyran-4-yl)methyl]piperidine-1-carboxylate). Reaction SMILES: [N:1]([C@H:4]1[CH2:9][N:8]([C:10]([O:12][C:13]([CH3:16])([CH3:15])[CH3:14])=[O:11])[C@@H:7]([CH2:17][C:18]2([OH:24])[CH2:23][CH2:22][O:21][CH2:20][CH2:19]2)[CH2:6][CH2:5]1)=[N+]=[N-]>[Pd].CO>[NH2:1][C@H:4]1[CH2:9][N:8]([C:10]([O:12][C:13]([CH3:15])([CH3:16])[CH3:14])=[O:11])[C@@H:7]([CH2:17][C:18]2([OH:24])[CH2:19][CH2:20][O:21][CH2:22][CH2:23]2)[CH2:6][CH2:5]1. Reported procedure: The mixture of tert-butyl cis-5-azido-2-[(4-hydroxytetrahydro-2H-pyran-4-yl)methyl]piperidine-1-carboxylate (253 mg, 0.743 mmol, step 4 of Example 2) and 10 wt. % palladium on carbon (50 mg) in methanol (5 mL) was stirred under hydrogen (4 atom) at room temperature for 7 h. The mixture was filtered through a pad of Celite washing with methanol and the filtrate was concentrated to give 244 mg (quant.) of the title compound as a colorless oil. The reactants are ClC=1C=C(C(=O)O)C=CN1 (2-chloroisonicotinic acid), N1CCOCC1 (morpholine), C(C)(C)O (isopropanol). Run at temperature 150 celsius, time 27 hour. The product is O1CCN(CC1)C=1C=C(C(=O)OC)C=CN1 (Methyl 2-morpholinoisonicotinate). As a reaction SMILES: Cl[C:2]1[CH:3]=[C:4]([CH:8]=[CH:9][N:10]=1)[C:5]([OH:7])=[O:6].[NH:11]1[CH2:16][CH2:15][O:14][CH2:13][CH2:12]1.[CH:17](O)(C)C>>[O:14]1[CH2:15][CH2:16][N:11]([C:2]2[CH:3]=[C:4]([CH:8]=[CH:9][N:10]=2)[C:5]([O:7][CH3:17])=[O:6])[CH2:12][CH2:13]1. Reported procedure: A 5.0 g portion of 2-chloroisonicotinic acid and 6.91 g of morpholine were suspended in 16 ml of isopropanol and stirred at 150° C. for 27 hours in a sealed tube. The solvent was evaporated and then the residue was mixed with 70 ml of methanol and 5 ml of concentrated sulfuric acid and heated under reflux for 6.5 hours. The solvent was evaporated and the residue was dissolved in chloroform and washed with saturated aqueous sodium bicarbonate. After evaporation of the solvent, the resulting mixtu... Starting materials: COc1ccc(B(O)O)cc1, COCCOC, CCOC(C)=O, COC(=O)c1ccc2ncc(I)n2c1, [Na+], [Na+], O=C([O-])[O-], c1ccc(P(c2ccccc2)(c2ccccc2)[Pd](P(c2ccccc2)(c2ccccc2)c2ccccc2)(P(c2ccccc2)(c2ccccc2)c2ccccc2)P(c2ccccc2)(c2ccccc2)c2ccccc2)cc1. Product: COC(=O)c1ccc2ncc(-c3ccc(OC)cc3)n2c1. RXN SMILES: [CH3:15][O:16][c:17]1[cH:18][cH:19][c:20]([B:23]([OH:24])[OH:25])[cH:21][cH:22]1.[CH3:32][O:33][CH2:34][CH2:35][O:36][CH3:37].[CH3:38][CH2:39][O:40][C:41](=[O:42])[CH3:43].[I:1][c:2]1[cH:3][n:4][c:5]2[n:6]1[cH:7][c:8]([C:11](=[O:12])[O:13][CH3:14])[cH:9][cH:10]2.[Na+:26].[Na+:27].[O-:28][C:29](=[O:30])[O-:31].[cH:44]1[cH:45][cH:46][c:47]([P:48]([Pd:49]([P:50]([c:51]2[cH:52][cH:53][cH:54][cH:55][cH:56]2)([c:57]2[cH:58][cH:59][cH:60][cH:61][cH:62]2)[c:63]2[cH:64][cH:65][cH:66][cH:67][cH:68]2)([P:69]([c:70]2[cH:71][cH:72][cH:73][cH:74][cH:75]2)([c:76]2[cH:77][cH:78][cH:79][cH:80][cH:81]2)[c:82]2[cH:83][cH:84][cH:85][cH:86][cH:87]2)[P:88]([c:89]2[cH:90][cH:91][cH:92][cH:93][cH:94]2)([c:95]2[cH:96][cH:97][cH:98][cH:99][cH:100]2)[c:101]2[cH:102][cH:103][cH:104][cH:105][cH:106]2)([c:107]2[cH:108][cH:109][cH:110][cH:111][cH:112]2)[c:113]2[cH:114][cH:115][cH:116][cH:117][cH:118]2)[cH:119][cH:120]1>>[c:2]1(-[c:20]2[cH:19][cH:18][c:17]([O:16][CH3:15])[cH:22][cH:21]2)[cH:3][n:4][c:5]2[n:6]1[cH:7][c:8]([C:11](=[O:12])[O:13][CH3:14])[cH:9][cH:10]2. The reactants are CCc1cc(=O)n(-c2ccccc2)[nH]1, ClC(Cl)Cl, COC(=O)C(=O)C(F)(F)F. The product is CCc1[nH]n(-c2ccccc2)c(=O)c1C(O)(C(=O)OC)C(F)(F)F. As a reaction SMILES: [CH2:1]([CH3:2])[c:3]1[nH:4][n:5](-[c:9]2[cH:10][cH:11][cH:12][cH:13][cH:14]2)[c:6](=[O:8])[cH:7]1.[CH:25]([Cl:26])([Cl:27])[Cl:28].[F:15][C:16]([C:17]([C:18](=[O:19])[O:20][CH3:21])=[O:22])([F:23])[F:24]>>[CH2:1]([CH3:2])[c:3]1[nH:4][n:5](-[c:9]2[cH:10][cH:11][cH:12][cH:13][cH:14]2)[c:6](=[O:8])[c:7]1[C:17]([C:16]([F:15])([F:23])[F:24])([C:18](=[O:19])[O:20][CH3:21])[OH:22]. Starting materials: Cc1c(C(=O)O)n[nH]c1-c1cccc(Br)c1, CCN(CC)C1CCNC1. The product is CCN(CC)C1CCN(C(=O)c2n[nH]c(-c3cccc(Br)c3)c2C)C1. As a reaction SMILES: [Br:1][c:2]1[cH:3][c:4](-[c:8]2[c:9]([CH3:16])[c:10]([C:13](=[O:14])[OH:15])[n:11][nH:12]2)[cH:5][cH:6][cH:7]1.[CH2:17]([CH3:18])[N:19]([CH:20]1[CH2:21][NH:22][CH2:23][CH2:24]1)[CH2:25][CH3:26]>>[Br:1][c:2]1[cH:3][c:4](-[c:8]2[c:9]([CH3:16])[c:10]([C:13](=[O:15])[N:22]3[CH2:21][CH:20]([N:19]([CH2:17][CH3:18])[CH2:25][CH3:26])[CH2:24][CH2:23]3)[n:11][nH:12]2)[cH:5][cH:6][cH:7]1. Starting materials: C([O-])([O-])=O.[Cs+].[Cs+] (cesium carbonate), C(C1=CC=CC=C1)Br (benzyl bromide), O=C1C=2N(CCN1)C=C(C2)C(=O)OCC (ethyl 1-oxo-1,2,3,4-tetrahydropyrrolo[1,2-a]pyrazine-7-carboxylate). The solvent is C(C)#N (acetonitrile). Reaction conditions: temperature 70 celsius, time 8 hour. The product is C(C1=CC=CC=C1)N1C(C=2N(CC1)C=C(C2)C(=O)OCC)=O (ethyl 2-benzyl-1-oxo-1,2,3,4-tetrahydropyrrolo[1,2-a]pyrazine-7-carboxylate). RXN SMILES: [O:1]=[C:2]1[NH:7][CH2:6][CH2:5][N:4]2[CH:8]=[C:9]([C:11]([O:13][CH2:14][CH3:15])=[O:12])[CH:10]=[C:3]12.C(=O)([O-])[O-].[Cs+].[Cs+].[CH2:22](Br)[C:23]1[CH:28]=[CH:27][CH:26]=[CH:25][CH:24]=1>C(#N)C>[CH2:22]([N:7]1[CH2:6][CH2:5][N:4]2[CH:8]=[C:9]([C:11]([O:13][CH2:14][CH3:15])=[O:12])[CH:10]=[C:3]2[C:2]1=[O:1])[C:23]1[CH:28]=[CH:27][CH:26]=[CH:25][CH:24]=1 |f:1.2.3|. Reported procedure: To a vial charged with ethyl 1-oxo-1,2,3,4-tetrahydropyrrolo[1,2-a]pyrazine-7-carboxylate (0.0298 g, 0.143 mmol) was added cesium carbonate (0.061 g, 0.186 mmol), benzyl bromide (0.037 g, 0.2145 mmol), and acetonitrile (1 mL). The vial was capped and was shaken at 70° C. overnight. The solids were removed by filtration and the solution was concentrated to give crude ethyl 2-benzyl-1-oxo-1,2,3,4-tetrahydropyrrolo[1,2-a]pyrazine-7-carboxylate Intermediate 12.